This data is from the Open Reaction Database (ORD), a public repository of structured organic reaction records. The task is: describe an organic reaction: reactants, conditions, products, and yield Starting materials: O.[OH-].[Li+] (lithium hydroxide monohydrate), COC(=O)C1=CC=C(CC(CCC2=CC=C(C(=O)OC)C=C2)\C=C\C2=C(C=CC=C2)OCCCN2C(OCC2)=O)C=C1 (methyl 4-[(4E)-3-[4-(methoxycarbonyl)benzyl]-5-{2-[3-(2-oxo-1,3-oxazolidin-3-yl)-propoxy]phenyl}pent-4-en-1-yl]benzoate), Cl (hydrochloric acid). The solvent is C1CCOC1 (THF), O (water). Conditions: time 18 hour. The product is C(=O)(O)C1=CC=C(CC(CCC2=CC=C(C(=O)O)C=C2)\C=C\C2=C(C=CC=C2)OCCCN2C(OCC2)=O)C=C1 (4-[(4E)-3-(4-Carboxybenzyl)-5-{2-[3-(2-oxo-1,3-oxazolidin-3-yl)propoxy]phenyl}pent-4-en-1-yl]-benzoic acid). RXN SMILES: O.[OH-].[Li+].C[O:5][C:6]([C:8]1[CH:45]=[CH:44][C:11]([CH2:12][CH:13](/[CH:26]=[CH:27]/[C:28]2[CH:33]=[CH:32][CH:31]=[CH:30][C:29]=2[O:34][CH2:35][CH2:36][CH2:37][N:38]2[CH2:42][CH2:41][O:40][C:39]2=[O:43])[CH2:14][CH2:15][C:16]2[CH:25]=[CH:24][C:19]([C:20]([O:22]C)=[O:21])=[CH:18][CH:17]=2)=[CH:10][CH:9]=1)=[O:7].Cl>C1COCC1.O>[C:6]([C:8]1[CH:9]=[CH:10][C:11]([CH2:12][CH:13](/[CH:26]=[CH:27]/[C:28]2[CH:33]=[CH:32][CH:31]=[CH:30][C:29]=2[O:34][CH2:35][CH2:36][CH2:37][N:38]2[CH2:42][CH2:41][O:40][C:39]2=[O:43])[CH2:14][CH2:15][C:16]2[CH:17]=[CH:18][C:19]([C:20]([OH:22])=[O:21])=[CH:24][CH:25]=2)=[CH:44][CH:45]=1)([OH:7])=[O:5] |f:0.1.2|. Reported procedure: 81.5 mg (1.94 mmol) of lithium hydroxide monohydrate are added to a solution of 370 mg (0.647 mmol) of methyl 4-[(4E)-3-[4-(methoxycarbonyl)benzyl]-5-{2-[3-(2-oxo-1,3-oxazolidin-3-yl)-propoxy]phenyl}pent-4-en-1-yl]benzoate (Example 26A) in 2 ml of THF and 2 ml of water, and the mixture is stirred at room temperature for 18 h. The mixture is then adjusted to pH 2 using 1 M hydrochloric acid and extracted twice with ethyl acetate. The combined organic phases are dried over sodium sulfate. After fi... Run at temperature -15 celsius, time 5 minute. Yields the product C1(CC1)C(O)C1=CC(=NC=C1F)OC (cyclopropyl(5-fluoro-2-methoxypyridin-4-yl)methanol). The solvent is C1CCOC1 (THF), C1CCOC1 (THF), C1CCOC1 (THF), CCCCCC (hexane). The reactants are FC=1C=CC(=NC1)OC (5-fluoro-2-methoxypyridine), C1(CC1)C=O (cyclopropanecarbaldehyde), [Cl-].[NH4+] (ammonium chloride), C(CCC)[Li] (n-butyllithium), C(C)(C)NC(C)C (diisopropylamine). As a reaction SMILES: C([Li])CCC.C(NC(C)C)(C)C.[F:13][C:14]1[CH:15]=[CH:16][C:17]([O:20][CH3:21])=[N:18][CH:19]=1.[CH:22]1([CH:25]=[O:26])[CH2:24][CH2:23]1.[Cl-].[NH4+]>C1COCC1.CCCCCC>[CH:22]1([CH:25]([C:15]2[C:14]([F:13])=[CH:19][N:18]=[C:17]([O:20][CH3:21])[CH:16]=2)[OH:26])[CH2:24][CH2:23]1 |f:4.5|. Reported procedure: Under a nitrogen atmosphere, a hexane solution (1.6 M, 29.5 mL) of n-butyllithium was added to a solution of diisopropylamine (6.60 mL) in THF (80 mL) at −15° C., and the mixture was stirred at −15° C. for 5 min. A solution of 5-fluoro-2-methoxypyridine (5.00 g) in THF (30 mL) was added dropwise to the reaction mixture at −78° C. over 15 min, and the mixture was stirred at −78° C. for 1.5 hr. A solution of cyclopropanecarbaldehyde (3.53 mL) in THF (15 mL) was added dropwise to the reaction mixtu... Starting materials: C1(C=CCC1)O (2-Cyclopentenol), C(C)(C)O (isopropanol), CC(=O)C (Acetone). The reagents and catalysts are S(=O)(=O)(O)[O-].C(CCC)[N+](CCCC)(CCCC)CCCC (tetrabutylammonium hydrogen sulfate). The solvent is O (water). Conditions: temperature 40 celsius, time 4 hour. Yields the product C(C)(C)OC1C=CCC1 (2-cyclopentenyl isopropyl ether). Yield: 6.0%. RXN SMILES: [CH:1]1([OH:6])[CH2:5][CH2:4][CH:3]=[CH:2]1.[CH:7](O)([CH3:9])[CH3:8].CC(C)=O>S([O-])(O)(=O)=O.C([N+](CCCC)(CCCC)CCCC)CCC.O>[CH:7]([O:6][CH:1]1[CH2:5][CH2:4][CH:3]=[CH:2]1)([CH3:9])[CH3:8] |f:3.4|. Procedure details: 2-Cyclopentenol (0.30 g), isopropanol (0.40 g), and an aqueous solution of 0.020 g of tetrabutylammonium hydrogen sulfate in 0.25 g of water were mixed, and the two-phase system was stirred vigorously at 40° C for 4 hours. Acetone was then added to homogenize the mixture, and it was analyzed by gas chromatography. Peaks corresponding to about a 6% yield of 2-cyclopentenyl isopropyl ether and about a 12% yield of 2-cyclopentenol were observed along with a concomitant peak for the co-product aceti... Reactants: O (water), C(C1=CC=CC=C1)OC1=CC(=C(C=O)C=C1OC)O (4-Benzyloxy-2-hydroxy-5-methoxybenzaldehyde), BrCC(=O)OCC (ethyl bromoacetate), N12CCCCCC2=NCCC1 (1,8-diazabicyclo[5.4.0]undec-7-ene). Run in CN(C=O)C (N,N-dimethylformamide). The product is C(C)OC(COC1=C(C=C(C(=C1)OCC1=CC=CC=C1)OC)C=O)=O ((5-Benzyloxy-2-formyl-4-methoxyphenoxy)acetic acid ethyl ester). Reaction SMILES: [CH2:1]([O:8][C:9]1[C:16]([O:17][CH3:18])=[CH:15][C:12]([CH:13]=[O:14])=[C:11]([OH:19])[CH:10]=1)[C:2]1[CH:7]=[CH:6][CH:5]=[CH:4][CH:3]=1.Br[CH2:21][C:22]([O:24][CH2:25][CH3:26])=[O:23].N12CCCN=C1CCCCC2.O>CN(C)C=O>[CH2:25]([O:24][C:22](=[O:23])[CH2:21][O:19][C:11]1[CH:10]=[C:9]([O:8][CH2:1][C:2]2[CH:3]=[CH:4][CH:5]=[CH:6][CH:7]=2)[C:16]([O:17][CH3:18])=[CH:15][C:12]=1[CH:13]=[O:14])[CH3:26]. Reported procedure: 4-Benzyloxy-2-hydroxy-5-methoxybenzaldehyde (2.9 g), ethyl bromoacetate (2.3 g) and 1,8-diazabicyclo[5.4.0]undec-7-ene (2.1 g) in N,N-dimethylformamide (30 ml) were heated at 100° C. under nitrogen for 5 hours. After cooling to room temperature, water was added and the mixture extracted with ethyl acetate. Ethyl acetate was washed with 1 N NaOH and 1 N HCl, dried with Na2SO4 and evaporated to dryness. The reactants are O=C([O-])O, Cc1c[n+]([O-])c(C)c(Cl)c1[N+](=O)[O-], ClCCl, [Na+], [Na+], [OH-], O, O=P(Cl)(Cl)Cl. The product is Cc1c[n+]([O-])c(C)c(Cl)c1Cl. RXN SMILES: [C:21](=[O:22])([OH:23])[O-:24].[Cl:1][c:2]1[c:3]([CH3:13])[n+:4]([O-:12])[cH:5][c:6]([CH3:11])[c:7]1[N+:8]([O-:9])=[O:10].[Cl:26][CH2:27][Cl:28].[Na+:20].[Na+:25].[OH-:19].[OH2:29].[P:14]([Cl:15])([Cl:16])([Cl:17])=[O:18]>>[Cl:1][c:2]1[c:3]([CH3:13])[n+:4]([O-:12])[cH:5][c:6]([CH3:11])[c:7]1[Cl:16]. The reactants are C(C)(=O)N1CCC2=CC=CC=C12 (N-acetylindoline), 3, ice water, S([O-])(O)=O.[Na+] (sodium bisulfite), BrBr (bromine). The solvent is C(C)(=O)O (acetic acid). The product is BrC=1C=C2CCN(C2=CC1)C(C)=O (5-bromo-N-acetylindoline). Reaction SMILES: [C:1]([N:4]1[C:12]2[C:7](=[CH:8][CH:9]=[CH:10][CH:11]=2)[CH2:6][CH2:5]1)(=[O:3])[CH3:2].[Br:13]Br.S(=O)(O)[O-].[Na+]>C(O)(=O)C>[Br:13][C:9]1[CH:8]=[C:7]2[C:12](=[CH:11][CH:10]=1)[N:4]([C:1](=[O:3])[CH3:2])[CH2:5][CH2:6]2 |f:2.3|. Procedure: To N-acetylindoline, 116.6 g (0.724 mol) in a 1000 ml 3 neck flash fitted with overhead stirrer, thermometer and gas inlet (to a sodium hydroxide trap) in 150 ml acetic acid was added bromine, 32.25 ml (0.68 mol) over a period of 30 minutes. The mixture was kept at 30° C. with ice bath cooling. When addition was complete, the yellow suspension was slowly poured into one liter of ice water and solid sodium bisulfite was added to destroy any residual bromine. The resulting slightly off white solid... Starting materials: ClC=1NC2=C(N1)C=CC=C2 (2-chlorobenzimidazole), ClC=1C=C(C(C(=O)O)=CC1)N (4-chloroanthranilic acid). The product is ClC1=CC=C2C(N3C(=NC2=C1)NC1=C3C=CC=C1)=O (3-Chlorobenzimidazo[2,1-b]quinazolin-12(6H)one). RXN SMILES: Cl[C:2]1[NH:3][C:4]2[CH:10]=[CH:9][CH:8]=[CH:7][C:5]=2[N:6]=1.[Cl:11][C:12]1[CH:13]=[C:14]([NH2:21])[C:15](=[CH:19][CH:20]=1)[C:16](O)=[O:17]>>[Cl:11][C:12]1[CH:13]=[C:14]2[C:15]([C:16](=[O:17])[N:6]3[C:5]4[CH:7]=[CH:8][CH:9]=[CH:10][C:4]=4[NH:3][C:2]3=[N:21]2)=[CH:19][CH:20]=1. Procedure details: 3-Chlorobenzimidazo[2,1-b]quinazolin-12(6H)one is prepared with 2-chlorobenzimidazole and 4-chloroanthranilic acid. Starting materials: NC1=NC(=NC2=CC=C3C(=C12)OCO3)Cl (4-amino-2-chloro-5,6-methylenedioxyquinazoline), NC1=NC(=NC2=C(C=C(C(=C12)OC)OC)Cl)Cl (4-amino-2,8-dichloro-5,6-dimethoxyquinazoline), NC1=NC(=NC2=CC=C3C(=C12)OCO3)O (4-amino-5,6-methylenedioxy-2-hydroxyquinazoline). The product is Cl.NC1=NC(=NC2=C(C=C(C(=C12)OC)OC)Cl)O (4-Amino-8-chloro-5,6-dimethoxy-2-hydroxyquinazoline Monohydrochloride). RXN SMILES: NC1C2C(=CC=C3OC[O:12]C3=2)N=C([Cl:15])N=1.[NH2:16][C:17]1[C:26]2[C:21](=[C:22]([Cl:31])[CH:23]=[C:24]([O:29][CH3:30])[C:25]=2[O:27][CH3:28])[N:20]=[C:19](Cl)[N:18]=1.NC1C2C(=CC=C3OCOC3=2)N=C(O)N=1>>[ClH:15].[NH2:16][C:17]1[C:26]2[C:21](=[C:22]([Cl:31])[CH:23]=[C:24]([O:29][CH3:30])[C:25]=2[O:27][CH3:28])[N:20]=[C:19]([OH:12])[N:18]=1 |f:3.4|. Procedure: When in the above procedure 4-amino-2-chloro-5,6-methylenedioxyquinazoline is substituted for 4-amino-2,8-dichloro-5,6-dimethoxyquinazoline the corresponding 4-amino-5,6-methylenedioxy-2-hydroxyquinazoline is obtained. The reactants are O=C([O-])[O-], CCOC(C)=O, Ic1ccc(Oc2ccc3c(c2)CCN(C2CCC2)CC3)nc1, [Cs+], [Cs+], [Cu]I, C1COCCO1, c1cnc2c(c1)ccc1ncccc12, c1cn[nH]c1. Product: c1cnn(-c2ccc(Oc3ccc4c(c3)CCN(C3CCC3)CC4)nc2)c1. RXN SMILES: [C:29](=[O:30])([O-:31])[O-:32].[CH3:55][CH2:56][O:57][C:58](=[O:59])[CH3:60].[CH:1]1([N:5]2[CH2:6][CH2:7][c:8]3[c:9]([cH:12][cH:13][c:14]([O:16][c:17]4[n:18][cH:19][c:20]([I:23])[cH:21][cH:22]4)[cH:15]3)[CH2:10][CH2:11]2)[CH2:2][CH2:3][CH2:4]1.[Cs+:33].[Cs+:34].[Cu:61][I:62].[O:49]1[CH2:50][CH2:51][O:52][CH2:53][CH2:54]1.[n:35]1[c:36]2[c:37]([cH:38][cH:39][c:40]3[c:41]2[cH:42][cH:43][cH:44][n:45]3)[cH:46][cH:47][cH:48]1.[nH:24]1[n:25][cH:26][cH:27][cH:28]1>>[CH:1]1([N:5]2[CH2:6][CH2:7][c:8]3[c:9]([cH:12][cH:13][c:14]([O:16][c:17]4[n:18][cH:19][c:20](-[n:24]5[n:25][cH:26][cH:27][cH:28]5)[cH:21][cH:22]4)[cH:15]3)[CH2:10][CH2:11]2)[CH2:2][CH2:3][CH2:4]1.